From a dataset of the Open Reaction Database (ORD), a public repository of structured organic reaction records. describe an organic reaction: reactants, conditions, products, and yield Reactants: ice water, C(C)(=O)OCC (ethyl acetate), BrCF (bromofluoromethane), [Na] (sodium), COC(C(=CO)C1=C(C=CC=C1)C)=O (3-hydroxy-2-(o-tolyl)-acrylic acid methyl ester). The solvent is CN(C=O)C (dimethylformamide), CN(C=O)C (dimethylformamide). Reaction conditions: time 2.5 hour. The product is COC(C(=COCF)C1=C(C=CC=C1)C)=O (3-fluoromethoxy-2-(o-tolyl)-acrylic acid methyl ester). RXN SMILES: Br[CH2:2][F:3].[Na].[CH3:5][O:6][C:7](=[O:18])[C:8]([C:11]1[CH:16]=[CH:15][CH:14]=[CH:13][C:12]=1[CH3:17])=[CH:9][OH:10].C(OCC)(=O)C>CN(C)C=O>[CH3:5][O:6][C:7](=[O:18])[C:8]([C:11]1[CH:16]=[CH:15][CH:14]=[CH:13][C:12]=1[CH3:17])=[CH:9][O:10][CH2:2][F:3] |^1:3|. Reported procedure: A solution of 14.9 g of bromofluoromethane in 20 ml of dimethylformamide is added dropwise at 10° C. to a solution of 20 g of the sodium salt of 3-hydroxy-2-(o-tolyl)-acrylic acid methyl ester in 125 ml of dimethylformamide and the reaction mixture is then stirred at room temperature for 2.5 hours. The reaction mixture is then poured onto 400 ml of ice-water and exhaustive extraction is carried out with ethyl acetate. Washing with saturated sodium chloride solution is followed by drying over sod... Reactants: O=C([O-])[O-], COC(=O)c1cc(O)ccc1O, CC(C)=O, ICCCCCCc1cccc(OCc2ccccc2)c1OCc1ccccc1, [K+], [K+]. The product is COC(=O)c1cc(OCCCCCCc2cccc(OCc3ccccc3)c2OCc2ccccc2)ccc1O. RXN SMILES: [C:42](=[O:43])([O-:44])[O-:45].[CH3:30][O:31][C:32]([c:33]1[c:34]([OH:40])[cH:35][cH:36][c:37]([OH:39])[cH:38]1)=[O:41].[CH3:48][C:49](=[O:50])[CH3:51].[I:1][CH2:2][CH2:3][CH2:4][CH2:5][CH2:6][CH2:7][c:8]1[c:9]([O:22][CH2:23][c:24]2[cH:25][cH:26][cH:27][cH:28][cH:29]2)[c:10]([O:14][CH2:15][c:16]2[cH:17][cH:18][cH:19][cH:20][cH:21]2)[cH:11][cH:12][cH:13]1.[K+:46].[K+:47]>>[CH2:2]([CH2:3][CH2:4][CH2:5][CH2:6][CH2:7][c:8]1[c:9]([O:22][CH2:23][c:24]2[cH:25][cH:26][cH:27][cH:28][cH:29]2)[c:10]([O:14][CH2:15][c:16]2[cH:17][cH:18][cH:19][cH:20][cH:21]2)[cH:11][cH:12][cH:13]1)[O:39][c:37]1[cH:36][cH:35][c:34]([OH:40])[c:33]([C:32]([O:31][CH3:30])=[O:41])[cH:38]1. The reactants are FC1=NC=CC(=C1)CC(C(C)C)=O (1-(2-fluoro-pyridin-4-yl)-3-methyl-butan-2-one), COC(N(C)C)OC (N,N-dimethylformamide dimethylacetal). The solvent is C1(=CC=CC=C1)C (toluene). Conditions: temperature 90 celsius. Product: crude product, CN(C=C(C(C(C)C)=O)C1=CC(=NC=C1)F)C (1-dimethylamino-2-(2-fluoro-pyridin-4-yl)-4-methyl-pent-1-en-3-one). As a reaction SMILES: [F:1][C:2]1[CH:7]=[C:6]([CH2:8][C:9](=[O:13])[CH:10]([CH3:12])[CH3:11])[CH:5]=[CH:4][N:3]=1.CO[CH:16](OC)[N:17]([CH3:19])[CH3:18]>C1(C)C=CC=CC=1>[CH3:16][N:17]([CH3:19])[CH:18]=[C:8]([C:6]1[CH:5]=[CH:4][N:3]=[C:2]([F:1])[CH:7]=1)[C:9](=[O:13])[CH:10]([CH3:11])[CH3:12]. Procedure: To a solution of 1-(2-fluoro-pyridin-4-yl)-3-methyl-butan-2-one (4.8 g, 26.5 mmol) in anhydrous toluene (20 mL) is added N,N-dimethylformamide dimethylacetal (16.0 mL, 120.6 mmol). The reaction is heated at 90° C. for 4 h. The mixture is concentrated in vacuo to give the crude product, 1-dimethylamino-2-(2-fluoro-pyridin-4-yl)-4-methyl-pent-1-en-3-one. The crude product is used as it is. Starting materials: IC=1C=C2N=CC(=NC2=CC1)C(=O)OC1=CC=C(C=C1)[N+](=O)[O-] (p-nitrophenyl 6-iodoquinoxaline-2-carboxylate), C(C)NCCNC(C1=CC(=NC=C1)F)=O (N-[2-(N-ethylamino)ethyl]-2-fluoroisonicotinamide). The product is C(C)NCCNC(=O)C1=NC2=CC=C(C=C2N=C1)I (N-[2-[(N-ethyl)amino]ethyl]-6-iodoquinoxaline-2-carboxamide). Isolated yield 92.0%. As a reaction SMILES: [I:1][C:2]1[CH:3]=[C:4]2[C:9](=[CH:10][CH:11]=1)[N:8]=[C:7]([C:12]([O:14]C1C=CC([N+]([O-])=O)=CC=1)=O)[CH:6]=[N:5]2.[CH2:24]([NH:26][CH2:27][CH2:28][NH:29]C(=O)C1C=CN=C(F)C=1)[CH3:25]>>[CH2:24]([NH:26][CH2:27][CH2:28][NH:29][C:12]([C:7]1[CH:6]=[N:5][C:4]2[C:9](=[CH:10][CH:11]=[C:2]([I:1])[CH:3]=2)[N:8]=1)=[O:14])[CH3:25]. Reported procedure: This compound was prepared, starting from compound 24 (0.35 g, 0.83 mmol), according to the procedure developed for compound 36. Reaction time at room temperature: 28 h; the purification was performed using column chromatography (Al2O3, CH2Cl2/EtOH, 98/2, v/v) to give compound 54 (0.27 g, 0.76 mmol) as a beige solid. Yield 92%; Rf (Al2O3, CH2Cl2/EtOH, 98/2, v/v) 0.28; 1H NMR (200 MHz, CDCl3) δ 1.18 (t, 3H, J=7.1 Hz), 1.57 (se, 1H), 2.76 (q, 2H, J=7.1 Hz), 2.97 (t, 2H, J=6.1 Hz), 3.68 (q, 2H, J=6... Starting materials: Cl (hydrochloric acid), ClC1=C(C=C(C=C1)C)C1CC(C=2C(=CN=NC2C1)C)=O (7-(2-chloro-5-methylphenyl)-4-methyl-5,6,7,8-tetrahydrocinnolin-5-one), C(=N)(N)NN.Cl (aminoguanidine hydrochloride). The solvent is C(C)O (ethanol). Run at temperature 110 celsius, time 1.5 hour. The product is Cl.ClC1=C(C=C(C=C1)C)C1CC(C=2C(=CN=NC2C1)C)=NNC(=N)N (7-(2-chloro-5-methylphenyl)-5-guanidinoimino-4-methyl-5,6,7,8-tetrahydrocinnoline hydrochloride). The yield is 98.7%. RXN SMILES: [Cl:1][C:2]1[CH:7]=[CH:6][C:5]([CH3:8])=[CH:4][C:3]=1[CH:9]1[CH2:18][C:17]2[N:16]=[N:15][CH:14]=[C:13]([CH3:19])[C:12]=2[C:11](=O)[CH2:10]1.[C:21]([NH:24][NH2:25])([NH2:23])=[NH:22].Cl.Cl>C(O)C>[ClH:1].[Cl:1][C:2]1[CH:7]=[CH:6][C:5]([CH3:8])=[CH:4][C:3]=1[CH:9]1[CH2:18][C:17]2[N:16]=[N:15][CH:14]=[C:13]([CH3:19])[C:12]=2[C:11](=[N:25][NH:24][C:21]([NH2:23])=[NH:22])[CH2:10]1 |f:1.2,5.6|. Procedure: To a mixture of 7-(2-chloro-5-methylphenyl)-4-methyl-5,6,7,8-tetrahydrocinnolin-5-one (0.4 g) and aminoguanidine hydrochloride (0.164 g) were added ethanol (8 ml) and concentrated hydrochloric acid (0.15 ml), and the mixture was stirred at 110° C. (bath temperature) for 1.5 hours. The reaction solution was cooled to room temperature, and the resulting crystals were filtered and dried to give 7-(2-chloro-5-methylphenyl)-5-guanidinoimino-4-methyl-5,6,7,8-tetrahydrocinnoline hydrochloride (Compound...